From a dataset of the Open Reaction Database (ORD), a public repository of structured organic reaction records. describe an organic reaction: reactants, conditions, products, and yield The reactants are [Al+3], C1CCOC1, COc1ccccc1NC=O, [H-], [H-], [H-], [H-], [Li+]. Yields the product CNc1ccccc1OC. As a reaction SMILES: [Al+3:13].[CH2:18]1[O:19][CH2:20][CH2:21][CH2:22]1.[CH:1](=[O:2])[NH:3][c:4]1[c:5]([O:6][CH3:7])[cH:8][cH:9][cH:10][cH:11]1.[H-:12].[H-:15].[H-:16].[H-:17].[Li+:14]>>[CH3:1][NH:3][c:4]1[c:5]([O:6][CH3:7])[cH:8][cH:9][cH:10][cH:11]1. The reactants are CCOC(=O)C(=Cc1ccc([N+](=O)[O-])cc1)OCC, Cl, [Na+], [OH-], O. The product is CCOC(=Cc1ccc([N+](=O)[O-])cc1)C(=O)O. As a reaction SMILES: [CH2:1]([CH3:2])[O:3][C:4]([C:5](=[O:6])[O:7][CH2:8][CH3:9])=[CH:10][c:11]1[cH:12][cH:13][c:14]([N+:17](=[O:18])[O-:19])[cH:15][cH:16]1.[ClH:22].[Na+:21].[OH-:20].[OH2:23]>>[CH2:1]([CH3:2])[O:3][C:4]([C:5](=[O:6])[OH:7])=[CH:10][c:11]1[cH:12][cH:13][c:14]([N+:17](=[O:18])[O-:19])[cH:15][cH:16]1. Reactants: [O-][I+3]([O-])([O-])[O-], [Na+], C1COCCO1, O, C=CCC(C(=O)CC)(c1ccccc1)c1ccccc1. Yields the product CCC(=O)C(CC=O)(c1ccccc1)c1ccccc1. RXN SMILES: [I+3:21]([O-:22])([O-:23])([O-:24])[O-:25].[Na+:26].[O:27]1[CH2:28][CH2:29][O:30][CH2:31][CH2:32]1.[OH2:33].[c:1]1([C:7]([C:8]([CH2:9][CH3:10])=[O:11])([CH2:12][CH:13]=[CH2:14])[c:15]2[cH:16][cH:17][cH:18][cH:19][cH:20]2)[cH:2][cH:3][cH:4][cH:5][cH:6]1>>[c:1]1([C:7]([C:8]([CH2:9][CH3:10])=[O:11])([CH2:12][CH:13]=[O:22])[c:15]2[cH:16][cH:17][cH:18][cH:19][cH:20]2)[cH:2][cH:3][cH:4][cH:5][cH:6]1. The reactants are NC1=NOC(=C1)C=1C(NC2=CC=C(C=C2C1C1=CC=CC=C1)Cl)=O (3-(3-amino-isoxazol-5-yl)-6-chloro-4-phenyl-1H-quinolin-2-one), CS(=O)(=O)Cl (methanesulfonyl chloride), N1=C(C=CC=C1C)C (2,6-lutidine). Run in CN(C)C=O (DMF). Conditions: temperature 25 celsius, time 2 hour. Product: ClC=1C=C2C(=C(C(NC2=CC1)=O)C1=CC(=NO1)N=CN(C)C)C1=CC=CC=C1 (N′-[5-(6-Chloro-2-oxo-4-phenyl-1,2-dihydro-quinolin-3-yl)-isoxazol-3-yl]-N,N-dimethyl-formamidine). Reaction SMILES: [NH2:1][C:2]1[CH:6]=[C:5]([C:7]2[C:8](=[O:24])[NH:9][C:10]3[C:15]([C:16]=2[C:17]2[CH:22]=[CH:21][CH:20]=[CH:19][CH:18]=2)=[CH:14][C:13]([Cl:23])=[CH:12][CH:11]=3)[O:4][N:3]=1.[CH3:25]S(Cl)(=O)=O.[N:30]1[C:35](C)=CC=C[C:31]=1C>CN(C=O)C>[Cl:23][C:13]1[CH:14]=[C:15]2[C:10](=[CH:11][CH:12]=1)[NH:9][C:8](=[O:24])[C:7]([C:5]1[O:4][N:3]=[C:2]([N:1]=[CH:31][N:30]([CH3:35])[CH3:25])[CH:6]=1)=[C:16]2[C:17]1[CH:22]=[CH:21][CH:20]=[CH:19][CH:18]=1. Procedure: A flask charged with 3-(3-amino-isoxazol-5-yl)-6-chloro-4-phenyl-1H-quinolin-2-one (example 59)(15 mg, 0.045 mmol), methanesulfonyl chloride (7.4 mg, 0.065 mmol), 2,6-lutidine (7.4 mg, 0.068 mmol), and DMF (0.1 mL) was stirred at 25° C. for 2 hrs. The reaction was concentrated and the title compound was purified by RP-HPLC, eluting with 40-70% CH3CN in 0.1% TFA/H2O over 20 mins to give 15 mg (68%) the title cpd as a TFA salt. 1H NMR (400 MHz, DMSO-d6) δ 12.62 (s, 1H), 8.52 (s, 1H), 7.68 (dd, 1H)... Starting materials: ClC1=C(C(=O)O)C=CC=N1 (2-chloronicotinic acid), S(=O)(Cl)Cl (thionyl chloride). The solvent is CN(C)C=O (DMF). The product is ClC1=C(C(=O)Cl)C=CC=N1 (2-chloronicotinoyl chloride). RXN SMILES: [Cl:1][C:2]1[N:10]=[CH:9][CH:8]=[CH:7][C:3]=1[C:4](O)=[O:5].S(Cl)([Cl:13])=O>CN(C=O)C>[Cl:1][C:2]1[N:10]=[CH:9][CH:8]=[CH:7][C:3]=1[C:4]([Cl:13])=[O:5]. Procedure: 1.757 g (11.2 mmol) of 2-chloronicotinic acid, 15 ml of thionyl chloride and two droplets of DMF were heated under reflux for 2 hours. The resulting reaction solution was allowed to cool, and then concentrated under reduced pressure. 2-chloronicotinoyl chloride thus obtained was dissolved in 10 ml of acetone, and then packed into a dropping funnel. 891 mg of ammonium thiocyanate was then dissolved in 15 ml of acetone. The aforementioned acetone solution of acid chloride was then added dropwise t... Reactants: COc1cc([N+](=O)[O-])ccc1OCCN1CCOCC1, CO, ClCCl. Yields the product COc1cc(N)ccc1OCCN1CCOCC1. As a reaction SMILES: [CH3:1][O:2][c:3]1[c:4]([O:5][CH2:6][CH2:7][N:8]2[CH2:9][CH2:10][O:11][CH2:12][CH2:13]2)[cH:14][cH:15][c:16]([N+:18]([O-:19])=[O:20])[cH:17]1.[CH3:21][OH:22].[Cl:23][CH2:24][Cl:25]>>[CH3:1][O:2][c:3]1[c:4]([O:5][CH2:6][CH2:7][N:8]2[CH2:9][CH2:10][O:11][CH2:12][CH2:13]2)[cH:14][cH:15][c:16]([NH2:18])[cH:17]1.